From a dataset of the Open Reaction Database (ORD), a public repository of structured organic reaction records. describe an organic reaction: reactants, conditions, products, and yield Reactants: ClCC(=O)C1=CC=CC=C1 (2-Chloro-1-phenylethanone), N12C[C@@H](C(CC1)CC2)NC(OC(C2=CC(=CC=C2)F)C2=CC(=CC=C2)F)=O ((R)-bis(3-fluorophenyl)methyl quinuclidin-3-ylcarbamate). The solvent is C(C)(=O)OCC (ethyl acetate). Reaction conditions: time 8 hour. Product: [Cl-].FC=1C=C(C=CC1)C(OC(=O)N[C@H]1C[N+]2(CCC1CC2)CC(C2=CC=CC=C2)=O)C2=CC(=CC=C2)F ((R)-3-((bis(3-fluorophenyl)methoxy)carbonylamino)-1-(2-oxo-2-phenylethyl)-1-azoniabicyclo[2.2.2]octane chloride). Isolated yield 54.3%. RXN SMILES: [Cl:1][CH2:2][C:3]([C:5]1[CH:10]=[CH:9][CH:8]=[CH:7][CH:6]=1)=[O:4].[N:11]12[CH2:18][CH2:17][CH:14]([CH2:15][CH2:16]1)[C@@H:13]([NH:19][C:20](=[O:37])[O:21][CH:22]([C:30]1[CH:35]=[CH:34][CH:33]=[C:32]([F:36])[CH:31]=1)[C:23]1[CH:28]=[CH:27][CH:26]=[C:25]([F:29])[CH:24]=1)[CH2:12]2>C(OCC)(=O)C>[Cl-:1].[F:36][C:32]1[CH:31]=[C:30]([CH:22]([C:23]2[CH:28]=[CH:27][CH:26]=[C:25]([F:29])[CH:24]=2)[O:21][C:20]([NH:19][C@@H:13]2[CH:14]3[CH2:17][CH2:18][N+:11]([CH2:2][C:3](=[O:4])[C:5]4[CH:10]=[CH:9][CH:8]=[CH:7][CH:6]=4)([CH2:16][CH2:15]3)[CH2:12]2)=[O:37])[CH:35]=[CH:34][CH:33]=1 |f:3.4|. Procedure details: 2-Chloro-1-phenylethanone (20.8 mg, 0.13 mmol) was added to a solution of (R)-bis(3-fluorophenyl)methyl quinuclidin-3-ylcarbamate (50 mg, 0.13 mmol, prepared as in example 1) in ethyl acetate (2 ml). The reaction was stirred at room temperature overnight, then the solvent was evaporated under vacuum. The residue was treated with Et2O (4 ml) and sonicated to obtain a solid, which was collected by suction filtration and purified by flash chromatography (DCM/MeOH=95/5), to obtain (R)-3-((bis(3-fluo... The reactants are O=C([O-])[O-], Cc1cc(NC(=O)c2nc(C)ccc2Nc2cccnc2)ccn1, [Cs+], [Cs+], Fc1cncc(F)c1, CN(C)C=O. The product is Cc1cc(NC(=O)c2nc(C)ccc2Nc2cncc(F)c2)ccn1. As a reaction SMILES: [C:33](=[O:34])([O-:35])[O-:36].[CH3:1][c:2]1[n:3][cH:4][cH:5][c:6]([NH:8][C:9](=[O:10])[c:11]2[n:12][c:13]([CH3:24])[cH:14][cH:15][c:16]2[NH:17][c:18]2[cH:19][n:20][cH:21][cH:22][cH:23]2)[cH:7]1.[Cs+:37].[Cs+:38].[F:25][c:26]1[cH:27][n:28][cH:29][c:30]([F:31])[cH:32]1.[O:39]=[CH:40][N:41]([CH3:42])[CH3:43]>>[CH3:1][c:2]1[n:3][cH:4][cH:5][c:6]([NH:8][C:9](=[O:10])[c:11]2[n:12][c:13]([CH3:24])[cH:14][cH:15][c:16]2[NH:17][c:18]2[cH:19][n:20][cH:21][c:22]([F:25])[cH:23]2)[cH:7]1. Reactants: C[S+](C)(C)=O, CS(C)=O, [H-], [I-], CCOC(=O)C=Cc1cnc(N)c2c(-c3ccc(NC(=O)c4cc5ccccc5n4C)c(OC)c3)csc12, [Na+]. Yields the product CCOC(=O)C1CC1c1cnc(N)c2c(-c3ccc(NC(=O)c4cc5ccccc5n4C)c(OC)c3)csc12. As a reaction SMILES: [CH3:2][S+:3]([CH3:4])([CH3:5])=[O:6].[CH3:45][S:46]([CH3:47])=[O:48].[H-:49].[I-:1].[NH2:7][c:8]1[n:9][cH:10][c:11]([CH:38]=[CH:39][C:40](=[O:41])[O:42][CH2:43][CH3:44])[c:12]2[c:13]1[c:14](-[c:17]1[cH:18][c:19]([O:36][CH3:37])[c:20]([NH:23][C:24](=[O:25])[c:26]3[n:27]([CH3:35])[c:28]4[cH:29][cH:30][cH:31][cH:32][c:33]4[cH:34]3)[cH:21][cH:22]1)[cH:15][s:16]2.[Na+:50]>>[CH2:2]1[CH:38]([c:11]2[cH:10][n:9][c:8]([NH2:7])[c:13]3[c:12]2[s:16][cH:15][c:14]3-[c:17]2[cH:18][c:19]([O:36][CH3:37])[c:20]([NH:23][C:24](=[O:25])[c:26]3[n:27]([CH3:35])[c:28]4[cH:29][cH:30][cH:31][cH:32][c:33]4[cH:34]3)[cH:21][cH:22]2)[CH:39]1[C:40](=[O:41])[O:42][CH2:43][CH3:44]. Reactants: C1(=CC=CC=C1)C(CC(=O)O)(C1=CC=CC=C1)C1=CC=CC=C1 (3,3,3-triphenylpropionic acid), O.ON1N=NC2=C1C=CC=C2 (1-hydroxy-benzotriazole monohydrate), Cl.C(C)N=C=NCCCN(C)C (1-ethyl-3-(3-dimethylaminopropyl)carbodiimide monohydrochloride), C([O-])(O)=O.[Na+] (sodium bicarbonate), Cl.N[C@H](C(=O)NCCC(=O)NC[C@@H]1CN(CCC1)CC1CCCCC1)CCC(=O)NC(C1=CC=CC=C1)(C1=CC=CC=C1)C1=CC=CC=C1 ((2S)-2-amino-N5-triphenylmethyl-N1-(3-{((3R)-1-cyclohexylmethyl-3-piperidyl)methyl}amino-3-oxopropyl)pentanediamide monohydrochloride), C([O-])(O)=O.[Na+] (sodium bicarbonate). Solvent: C(Cl)(Cl)Cl (chloroform), C(C)(C)N(C(C)C)CC (N,N-diisopropylethylamine). Reaction conditions: time 17 hour. Product: C1(CCCCC1)CN1C[C@H](CCC1)CNC(CCNC([C@H](CCC(N)=O)NC(CC(C1=CC=CC=C1)(C1=CC=CC=C1)C1=CC=CC=C1)=O)=O)=O (N-{(1S)-2-(3-{((3R)-1-cyclohexylmethyl-3-piperidyl)methyl}amino-3-oxopropyl)amino-1-(2-carbamoylethyl)-2-oxoethyl}-3,3,3-triphenylpropanamide). Yield: 50.8%. As a reaction SMILES: Cl.[NH2:2][C@@H:3]([CH2:26][CH2:27][C:28]([NH:30]C(C1C=CC=CC=1)(C1C=CC=CC=1)C1C=CC=CC=1)=[O:29])[C:4]([NH:6][CH2:7][CH2:8][C:9]([NH:11][CH2:12][C@H:13]1[CH2:18][CH2:17][CH2:16][N:15]([CH2:19][CH:20]2[CH2:25][CH2:24][CH2:23][CH2:22][CH2:21]2)[CH2:14]1)=[O:10])=[O:5].[C:50]1([C:56]([C:67]2[CH:72]=[CH:71][CH:70]=[CH:69][CH:68]=2)([C:61]2[CH:66]=[CH:65][CH:64]=[CH:63][CH:62]=2)[CH2:57][C:58](O)=[O:59])[CH:55]=[CH:54][CH:53]=[CH:52][CH:51]=1.O.ON1C2C=CC=CC=2N=N1.Cl.C(N=C=NCCCN(C)C)C.C(=O)(O)[O-].[Na+]>C(Cl)(Cl)Cl.C(N(CC)C(C)C)(C)C>[CH:20]1([CH2:19][N:15]2[CH2:16][CH2:17][CH2:18][C@H:13]([CH2:12][NH:11][C:9](=[O:10])[CH2:8][CH2:7][NH:6][C:4](=[O:5])[C@@H:3]([NH:2][C:58](=[O:59])[CH2:57][C:56]([C:50]3[CH:55]=[CH:54][CH:53]=[CH:52][CH:51]=3)([C:61]3[CH:62]=[CH:63][CH:64]=[CH:65][CH:66]=3)[C:67]3[CH:72]=[CH:71][CH:70]=[CH:69][CH:68]=3)[CH2:26][CH2:27][C:28](=[O:29])[NH2:30])[CH2:14]2)[CH2:21][CH2:22][CH2:23][CH2:24][CH2:25]1 |f:0.1,3.4,5.6,7.8|. Procedure: To a solution of 84 mg of (2S)-2-amino-N5-triphenylmethyl-N1-(3-{((3R)-1-cyclohexylmethyl-3-piperidyl)methyl}amino-3-oxopropyl)pentanediamide monohydrochloride in 1.5 ml of chloroform, 0.052 ml of N,N-diisopropylethylamine was added at room temperature, followed by an hour's stirring at the same temperature. Then 39 mg of 3,3,3-triphenylpropionic acid, 24 mg of 1-hydroxy-benzotriazole monohydrate and 31 mg of 1-ethyl-3-(3-dimethylaminopropyl)carbodiimide monohydrochloride were added at room temp... Reactants: BrC=1SC(=C(N1)C(NC=1C=NN(C1N1CCC(CCC1)O)CC(F)F)=O)NC(OC(C)(C)C)=O (tert-butyl 2-bromo-4-(1-(2,2-difluoroethyl)-5-(4-hydroxyazepan-1-yl)-1H-pyrazol-4-ylcarbamoyl)thiazol-5-ylcarbamate), FC1=C(C=C(C=C1)C)B(O)O (2-fluoro-5-methylbenzeneboronic acid). Product: NC1=C(N=C(S1)C1=C(C=CC(=C1)C)F)C(=O)NC=1C=NN(C1N1CCC(CCC1)O)CC(F)F (5-Amino-N-(1-(2,2-difluoroethyl)-5-(4-hydroxyazepan-1-yl)-1H-pyrazol-4-yl)-2-(2-fluoro-5-methylphenyl)thiazole-4-carboxamide). Isolated yield 49.2%. As a reaction SMILES: Br[C:2]1[S:3][C:4]([NH:27]C(=O)OC(C)(C)C)=[C:5]([C:7](=[O:26])[NH:8][C:9]2[CH:10]=[N:11][N:12]([CH2:22][CH:23]([F:25])[F:24])[C:13]=2[N:14]2[CH2:20][CH2:19][CH2:18][CH:17]([OH:21])[CH2:16][CH2:15]2)[N:6]=1.[F:35][C:36]1[CH:41]=[CH:40][C:39]([CH3:42])=[CH:38][C:37]=1B(O)O>>[NH2:27][C:4]1[S:3][C:2]([C:37]2[CH:38]=[C:39]([CH3:42])[CH:40]=[CH:41][C:36]=2[F:35])=[N:6][C:5]=1[C:7]([NH:8][C:9]1[CH:10]=[N:11][N:12]([CH2:22][CH:23]([F:24])[F:25])[C:13]=1[N:14]1[CH2:20][CH2:19][CH2:18][CH:17]([OH:21])[CH2:16][CH2:15]1)=[O:26]. Procedure details: Following the procedure for Example 105 starting with tert-butyl 2-bromo-4-(1-(2,2-difluoroethyl)-5-(4-hydroxyazepan-1-yl)-1H-pyrazol-4-ylcarbamoyl)thiazol-5-ylcarbamate (0.13 g, 0.23 mmol) and 2-fluoro-5-methylbenzeneboronic acid (53 mg, 0.35 mmol) gave 111 as a black solid (56 mg, 50% over two steps). 1H NMR (400 MHz, d6-DMSO) δ 8.93 (s, 1H), 8.08 (d, J=7.4 Hz, 1H), 7.66 (s, 1H), 7.42 (s, 2H), 7.24 (d, J=8.7 Hz, 2H), 6.39 (tt, J=55.3, 4.2 Hz, 1H), 4.55 (d, J=3.8 Hz, 1H), 4.42 (td, J=14.5, 4.2 ... Isolated yield 63.1%. Reported procedure: The similar reaction as described in Example 5 by using 4-(N-benzyl-N-methylaminomethyl)-2-[N-(2,6-difluorobenzyl)-N-ethoxycarbonylamino]-5-[4-(3-methoxyureido)phenyl]thiophene-3-carboxylic acid (639 mg, 1 mmol) and 1-amino-2-propanol (0.19 g, 2.5 mmol) gave the title compound (409.7 mg, 63%) as colorless crystals. As a reaction SMILES: [CH2:1]([N:8]([CH2:10][C:11]1[C:12]([C:43](O)=[O:44])=[C:13]([N:28]([CH2:34][C:35]2[C:40]([F:41])=[CH:39][CH:38]=[CH:37][C:36]=2[F:42])[C:29](OCC)=[O:30])[S:14][C:15]=1[C:16]1[CH:21]=[CH:20][C:19]([NH:22][C:23]([NH:25][O:26][CH3:27])=[O:24])=[CH:18][CH:17]=1)[CH3:9])[C:2]1[CH:7]=[CH:6][CH:5]=[CH:4][CH:3]=1.[NH2:46][CH2:47][CH:48]([OH:50])[CH3:49]>>[CH2:1]([N:8]([CH2:10][C:11]1[C:12]2[C:43](=[O:44])[N:46]([CH2:47][CH:48]([OH:50])[CH3:49])[C:29](=[O:30])[N:28]([CH2:34][C:35]3[C:36]([F:42])=[CH:37][CH:38]=[CH:39][C:40]=3[F:41])[C:13]=2[S:14][C:15]=1[C:16]1[CH:21]=[CH:20][C:19]([NH:22][C:23]([NH:25][O:26][CH3:27])=[O:24])=[CH:18][CH:17]=1)[CH3:9])[C:2]1[CH:3]=[CH:4][CH:5]=[CH:6][CH:7]=1. The product is C(C1=CC=CC=C1)N(C)CC1=C(SC=2N(C(N(C(C21)=O)CC(C)O)=O)CC2=C(C=CC=C2F)F)C2=CC=C(C=C2)NC(=O)NOC (N-(4-(5-((benzyl(methyl)amino)methyl)-1-(2,6-difluorobenzyl)-3-(2-hydroxypropyl)-2,4-dioxo-1,2,3,4-tetrahydrothieno[2,3-d]pyrimidin-6-yl)phenyl)-N′-methoxyurea). The reactants are C(C1=CC=CC=C1)N(C)CC=1C(=C(SC1C1=CC=C(C=C1)NC(=O)NOC)N(C(=O)OCC)CC1=C(C=CC=C1F)F)C(=O)O (4-(N-benzyl-N-methylaminomethyl)-2-[N-(2,6-difluorobenzyl)-N-ethoxycarbonylamino]-5-[4-(3-methoxyureido)phenyl]thiophene-3-carboxylic acid), NCC(C)O (1-amino-2-propanol). Starting materials: FC(C(=O)[O-])(F)F (trifluoroacetate), C(O)([O-])=O.[Na+] (sodium hydrogencarbonate), OC[C@@]1(O)[C@@H](O)[C@H](O)[C@@H](O)CO1 (Sorb), ICC=1CS[C@H]2N(C1C(=O)OC(C1=CC=CC=C1)C1=CC=CC=C1)C([C@H]2NC(C(C=2N=C(SC2)NC(C2=CC=CC=C2)(C2=CC=CC=C2)C2=CC=CC=C2)=NOCC)=O)=O (benzhydryl 3-iodomethyl-7β-[2-ethoxyimino-2-(2-tritylaminothiazol-4-yl) acetamido]-3-cephem-4-carboxylate), SC=1SC(=NN1)C1=CC(=C(C=C1)O)O (2-mercapto-5-(3,4-dihydroxyphenyl)-1,3, 4-thiadiazole). Solvent: O (water). Product: NC=1SC=C(N1)C(C(=O)N[C@H]1[C@@H]2N(C(=C(CS2)CSC=2SC(=NN2)C2=CC(=C(C=C2)OC(C)=O)OC(C)=O)C(=O)[O-])C1=O)=NOCC.[Na+] (sodium 7β-[2-(2-aminothiazol-4-yl)2-ethoxyiminoacetamido]-3-[5-(3, 4-diacetoxyphenyl)-1,3,4-thiadiazol-2-yl]thiomethyl-3-cephem-4-carboxylate). Isolated yield 16.6%. As a reaction SMILES: F[C:2](F)(F)[C:3]([O-:5])=[O:4].I[CH2:9][C:10]1[CH2:11][S:12][C@@H:13]2[C@H:33]([NH:34][C:35](=[O:66])[C:36](=[N:62][O:63][CH2:64][CH3:65])[C:37]3[N:38]=[C:39]([NH:42]C(C4C=CC=CC=4)(C4C=CC=CC=4)C4C=CC=CC=4)[S:40][CH:41]=3)[C:32](=[O:67])[N:14]2[C:15]=1[C:16]([O:18]C(C1C=CC=CC=1)C1C=CC=CC=1)=[O:17].[SH:68][C:69]1[S:70][C:71]([C:74]2[CH:79]=[CH:78][C:77](O)=[C:76]([OH:81])[CH:75]=2)=[N:72][N:73]=1.C(=O)([O-])O.[Na+:86].[OH:87][CH2:88][C@@:89]1(OC[C@H](O)[C@@H](O)[C@@H]1O)O>O>[NH2:42][C:39]1[S:40][CH:41]=[C:37]([C:36](=[N:62][O:63][CH2:64][CH3:65])[C:35]([NH:34][C@@H:33]2[C:32](=[O:67])[N:14]3[C:15]([C:16]([O-:18])=[O:17])=[C:10]([CH2:9][S:68][C:69]4[S:70][C:71]([C:74]5[CH:79]=[CH:78][C:77]([O:5][C:3](=[O:4])[CH3:2])=[C:76]([O:81][C:88](=[O:87])[CH3:89])[CH:75]=5)=[N:72][N:73]=4)[CH2:11][S:12][C@H:13]23)=[O:66])[N:38]=1.[Na+:86] |f:3.4,7.8|. Reported procedure: The trifluoroacetate obtained by the same operation as in EXAMPLE 26 by using 800 mg (0.86 mmol) of benzhydryl 3-iodomethyl-7β-[2-ethoxyimino-2-(2-tritylaminothiazol-4-yl) acetamido]-3-cephem-4-carboxylate (syn-isomer) and 300 mg (1.33 mmol) of 2-mercapto-5-(3,4-dihydroxyphenyl)-1,3, 4-thiadiazole, was suspended in water and adjusted to pH6.5 with a saturated sodium hydrogencarbonate. The suspension was subjected to ODS column chromatography (LC Sorb RP-18, manufactured by Kemco Co.) and eluted ...